Task: describe an organic reaction: reactants, conditions, products, and yield. Dataset: the Open Reaction Database (ORD), a public repository of structured organic reaction records The reactants are cuprous chloride, OC=1C=CC=C2C=CC=NC12 (8-hydroxyquinoline), BrC1=C(C=CC=C1)NC(C)=O (2-bromo-1-acetylamino-benzene), [H-].[Na+] (sodium hydride), C(CO)O (ethylene glycol). Yields the product OCCOC1=C(C=CC=C1)NC(C)=O (2-(2-hydroxyethoxy)-1-acetylaminobenzene). Yield: 74.0%. RXN SMILES: [H-].[Na+].OC1C=CC=C2C=1N=CC=C2.Br[C:15]1[CH:20]=[CH:19][CH:18]=[CH:17][C:16]=1[NH:21][C:22](=[O:24])[CH3:23].[CH2:25]([OH:28])[CH2:26][OH:27]>>[OH:27][CH2:26][CH2:25][O:28][C:15]1[CH:20]=[CH:19][CH:18]=[CH:17][C:16]=1[NH:21][C:22](=[O:24])[CH3:23] |f:0.1|. Reported procedure: 440 mg of sodium hydride solution (concentration 40%) was added portionwise to 30 ml of ethylene glycol. After abating of the froth occurred, 50 mg of cuprous chloride, 75 mg of 8-hydroxyquinoline and 1.07 g of 2-bromo-1-acetylamino-benzene were added to the solution and the mixture was heated at 70° to 80° C. for 50 minutes. The reaction mixture was treated in a usual manner, and then crystallization was effected from a solvent mixture of n-hexane and ethyl acetate to give 720 mg of the desired... Conditions: time 72 hour. As a reaction SMILES: O[C@@H:2]1[C@H:7]2[C@H:8]3[C:17]([CH2:18][CH2:19][C@:5]2([CH3:6])[C:4](=[O:21])[CH2:3]1)=[C:16]1[C:11](=[CH:12][C:13](=[O:20])[CH2:14][CH2:15]1)[CH2:10][CH2:9]3.C(OC(=O)C(C)(C)C)(=O)C(C)(C)C.C(=O)([O-])O.[Na+]>C1(C)C=CC=CC=1.CN(C)C1C=CN=CC=1>[CH3:6][C@:5]12[CH2:19][CH2:18][C:17]3[C@@H:8]([CH2:9][CH2:10][C:11]4[C:16]=3[CH2:15][CH2:14][C:13](=[O:20])[CH:12]=4)[C@@H:7]1[CH:2]=[CH:3][C:4]2=[O:21] |f:2.3|. Run in C1(=CC=CC=C1)C (toluene). The product is C[C@@]12C(C=C[C@H]1[C@@H]1CCC3=CC(CCC3=C1CC2)=O)=O (4,9,15-estratriene-3,17-dione). Reported procedure: A suspension of 19.5 g of 15α-hydroxy-4,9-estradiene-3,17-dione in 300 ml of toluene is mixed, under ice water cooling, successively with 26.5 g of pivalic acid anhydride and 18.6 g of 4-dimethylaminopyridine. Stirring is then performed for 72 hours at room temperature, then the reaction solution is poured into saturated sodium hydrogen carbonate solution, stirred for 30 more minutes at room temperature and extracted with ethyl acetate. The ethyl acetate extracts are washed with saturated ammoni... The reactants are C(C(C)(C)C)(=O)OC(C(C)(C)C)=O (pivalic acid anhydride), O[C@H]1CC([C@]2(C)[C@@H]1[C@@H]1CCC3=CC(CCC3=C1CC2)=O)=O (15α-hydroxy-4,9-estradiene-3,17-dione), C(O)([O-])=O.[Na+] (sodium hydrogen carbonate). The reagents and catalysts are CN(C1=CC=NC=C1)C (4-dimethylaminopyridine). Isolated yield 78.8%. The reactants are S1C(=CC=C1)C(=O)Cl (thiophene-2-carbonyl chloride), C1CCOC1 (THF), C(#C)C=1C=C(C=CC1)N (3-Ethynyl-phenylamine), C1CCOC1 (THF), acid chloride. The solvent is CCN(CC)CC (NEt3). Run at temperature 55 celsius. Yields the product C(#C)C=1C=C(C=CC1)NC(=O)C=1SC=CC1 (N-(3-ethynylphenyl)thiophene-2-carboxamide). Isolated yield 85.0%. As a reaction SMILES: [S:1]1[CH:5]=[CH:4][CH:3]=[C:2]1[C:6](Cl)=[O:7].C1COCC1.[C:14]([C:16]1[CH:17]=[C:18]([NH2:22])[CH:19]=[CH:20][CH:21]=1)#[CH:15]>CCN(CC)CC>[C:14]([C:16]1[CH:17]=[C:18]([NH:22][C:6]([C:2]2[S:1][CH:5]=[CH:4][CH:3]=2)=[O:7])[CH:19]=[CH:20][CH:21]=1)#[CH:15]. Reported procedure: A dry 25 mL flask was charged with thiophene-2-carbonyl chloride and THF (5 mL) was added. 3-Ethynyl-phenylamine (0.905 g, 3.59 mmol) was added to the THF solution of the acid chloride followed by NEt3, and the mixture was allowed to stir at 55° C. The reaction mixture was then allowed to cool to room temperature and extracted with EtOAc (˜10 mL), 1M HCl (˜10 mL), followed by brine (˜10 mL). The combined organic extracts were combined and dried over anhydrous Na2SO4(s) and the concentrated. The ... Starting materials: FC1=CC(=C(C=C1)C=1OC(=NN1)C=1C(=NOC1C)C1=CC=CC=C1)OC (2-(4-fluoro-2-methoxy-phenyl)-5-(5-methyl-3-phenyl-isoxazol-4-yl)-[1,3,4]oxadiazole), N1N=NC=C1 (1H-1,2,3-triazole), C([O-])([O-])=O.[K+].[K+] (potassium carbonate). Product: COC1=C(C=CC(=C1)N1N=CC=N1)C=1OC(=NN1)C=1C(=NOC1C)C1=CC=CC=C1 (2-(2-Methoxy-4-[1,2,3]triazol-2-yl-phenyl)-5-(5-methyl-3-phenyl-isoxazol-4-yl)-[1,3,4]oxadiazole). Isolated yield 14.9%. RXN SMILES: F[C:2]1[CH:7]=[CH:6][C:5]([C:8]2[O:9][C:10]([C:13]3[C:14]([C:19]4[CH:24]=[CH:23][CH:22]=[CH:21][CH:20]=4)=[N:15][O:16][C:17]=3[CH3:18])=[N:11][N:12]=2)=[C:4]([O:25][CH3:26])[CH:3]=1.[NH:27]1[CH:31]=[CH:30][N:29]=[N:28]1.C(=O)([O-])[O-].[K+].[K+]>>[CH3:26][O:25][C:4]1[CH:3]=[C:2]([N:28]2[N:29]=[CH:30][CH:31]=[N:27]2)[CH:7]=[CH:6][C:5]=1[C:8]1[O:9][C:10]([C:13]2[C:14]([C:19]3[CH:20]=[CH:21][CH:22]=[CH:23][CH:24]=3)=[N:15][O:16][C:17]=2[CH3:18])=[N:11][N:12]=1 |f:2.3.4|. Procedure: As described for example 26, 2-(4-fluoro-2-methoxy-phenyl)-5-(5-methyl-3-phenyl-isoxazol-4-yl)-[1,3,4]oxadiazole (200 mg, 0.57 mmol) was converted using 1H-1,2,3-triazole (197 mg, 2.84 mmol) and potassium carbonate (47 mg, 0.34 mmol) instead of thiomorpholine to the title compound (SiO2, heptane:ethyl acetate:dichloromethane=70:10:20 to 20:60:20, 34 mg, 15%) which was obtained as a white solid. MS: m/e=401.2 [M+H]+. Reactants: C(C=C)OC(=O)N1COC([C@]12[C@@H]1[C@H]([C@@H]1C[C@@H]2F)C(=O)O)=O ((1S,2S,3S,5R,6S)-3′-((allyloxy)carbonyl)-3-fluoro-5′-oxospiro[bicyclo[3.1.0]hexan-2,4′-oxazolidine]-6-carboxylic acid), O (water), C([O-])([O-])=O.[Cs+].[Cs+] (cesium carbonate), S(=O)(=O)(OCC)C1=CC=C(C)C=C1 (Ethyl tosylate). Run in CN(C=O)C (N,N-dimethylformamide). Reaction conditions: time 30 minute. Product: F[C@H]1C[C@H]2[C@@H]([C@H]2[C@@]12N(COC2=O)C(=O)OCC=C)C(=O)OCC ((1S,2S,3S,5R,6S)-3′-allyl 6-ethyl 3-fluoro-5′-oxospiro[bicyclo[3.1.0]hexan-2,4′-oxazolidine]-3′,6-dicarboxylate). Reaction SMILES: [CH2:1]([O:4][C:5]([N:7]1[C@:11]2([C@@H:16]([F:17])[CH2:15][C@@H:14]3[C@H:12]2[C@H:13]3[C:18]([OH:20])=[O:19])[C:10](=[O:21])[O:9][CH2:8]1)=[O:6])[CH:2]=[CH2:3].C(=O)([O-])[O-].[Cs+].[Cs+].S(C1C=CC(C)=CC=1)(O[CH2:32][CH3:33])(=O)=O.O>CN(C)C=O>[F:17][C@@H:16]1[C@@:11]2([C:10](=[O:21])[O:9][CH2:8][N:7]2[C:5]([O:4][CH2:1][CH:2]=[CH2:3])=[O:6])[C@H:12]2[C@H:14]([C@@H:13]2[C:18]([O:20][CH2:32][CH3:33])=[O:19])[CH2:15]1 |f:1.2.3|. Procedure details: To a suspension of (1S,2S,3S,5R,6S)-3′-((allyloxy)carbonyl)-3-fluoro-5′-oxospiro[bicyclo[3.1.0]hexan-2,4′-oxazolidine]-6-carboxylic acid obtained below in Example A-1 (A-1-2, 200 mg) in N,N-dimethylformamide (6 mL), cesium carbonate (261 mg) was added, and the mixture was stirred at room temperature for 30 minutes. Ethyl tosylate (201 mg) was added and the mixture was stirred at room temperature for 1 hour. To the reaction mixture, water was added, and the mixture was extracted twice with ethyl ... Reactants: Cc1cc(C)cc(Br)c1, CCCCCCCCCCCC, CCOC(C)=O, Cc1ccccc1, CNCCNC, [Cu]I, [I-], [Na+]. Yields the product Cc1cc(C)cc(I)c1. RXN SMILES: [Br:9][c:10]1[cH:11][c:12]([CH3:17])[cH:13][c:14]([CH3:16])[cH:15]1.[CH3:18][CH2:19][CH2:20][CH2:21][CH2:22][CH2:23][CH2:24][CH2:25][CH2:26][CH2:27][CH2:28][CH3:29].[CH3:30][CH2:31][O:32][C:33](=[O:34])[CH3:35].[CH3:38][c:39]1[cH:40][cH:41][cH:42][cH:43][cH:44]1.[CH3:3][NH:4][CH2:5][CH2:6][NH:7][CH3:8].[Cu:36][I:37].[I-:2].[Na+:1]>>[I:2][c:10]1[cH:11][c:12]([CH3:17])[cH:13][c:14]([CH3:16])[cH:15]1. The reactants are N1C=CC2=CC=CN=C12 (7-azaindole), C(C1=CC=CC=C1)OC=1C(=C(C(=CC1)F)C(=O)C1=CNC2=NC=CC=C21)F ((3-benzyloxy-2,6-difluoro-phenyl)-(1H-pyrrolo[2,3-b]pyridin-3-yl)-methanone). The reagents and catalysts are [Pd] (palladium on carbon). Run in CO (methanol), O1CCCC1 (tetrahydrofuran). Reaction conditions: time 6 hour. The product is FC1=C(C(=CC=C1O)F)C(=O)C1=CNC2=NC=CC=C21 ((2,6-Difluoro-3-hydroxy-phenyl)-(1H-pyrrolo[2,3-b]pyridine-3-yl)-methanone). RXN SMILES: N1C2C(=CC=CN=2)C=C1.C([O:17][C:18]1[C:19]([F:36])=[C:20]([C:25]([C:27]2[C:35]3[C:30](=[N:31][CH:32]=[CH:33][CH:34]=3)[NH:29][CH:28]=2)=[O:26])[C:21]([F:24])=[CH:22][CH:23]=1)C1C=CC=CC=1>CO.O1CCCC1.[Pd]>[F:36][C:19]1[C:18]([OH:17])=[CH:23][CH:22]=[C:21]([F:24])[C:20]=1[C:25]([C:27]1[C:35]2[C:30](=[N:31][CH:32]=[CH:33][CH:34]=2)[NH:29][CH:28]=1)=[O:26]. Reported procedure: was prepared following the protocol of Scheme 43, substituting 5-pyridin-3-yl-1H-pyrrolo[2,3-b]pyridine with 7-azaindole. To a solution of (3-benzyloxy-2,6-difluoro-phenyl)-(1H-pyrrolo[2,3-b]pyridin-3-yl)-methanone (P-1802, 0.5 g, 1.37 mol) in methanol (70 mL) and tetrahydrofuran (30 mL) was added palladium on carbon (120 mg, 10% wt., 0.58 mol). The mixture was stirred under hydrogenation (60 psi) for six hours. After removal of solvent, the residue was dried under vacuum, which provided (2,6-Di... Reactants: CCCCCCBr, [Li]CCCC, Cc1ccnc2c(O)cccc12, CC(C)[N-]C(C)C, CC(C)NC(C)C, [Li+], C1CCOC1. Product: CCCCCCCc1ccnc2c(O)cccc12. Reaction SMILES: [Br:33][CH2:34][CH2:35][CH2:36][CH2:37][CH2:38][CH3:39].[CH2:8]([Li:9])[CH2:10][CH2:11][CH3:12].[CH3:21][c:22]1[cH:23][cH:24][n:25][c:26]2[c:27]([OH:32])[cH:28][cH:29][cH:30][c:31]12.[CH:13]([N-:14][CH:15]([CH3:16])[CH3:17])([CH3:18])[CH3:19].[CH:1]([NH:2][CH:3]([CH3:4])[CH3:5])([CH3:6])[CH3:7].[Li+:20].[O:40]1[CH2:41][CH2:42][CH2:43][CH2:44]1>>[CH2:21]([c:22]1[cH:23][cH:24][n:25][c:26]2[c:27]([OH:32])[cH:28][cH:29][cH:30][c:31]12)[CH2:34][CH2:35][CH2:36][CH2:37][CH2:38][CH3:39]. The reactants are IC1=CC=C(O[C@H]2CN3CCC2CC3)C=C1 ((3R)-3-(4-iodophenoxy)quinuclidine), NC=1C=C(C=CC1C)B(O)O (3-amino-4-methyl-phenylboronic acid). The product is N12C[C@@H](C(CC1)CC2)OC2=CC=C(C=C2)C2=CC(=C(C=C2)C)N (4′-[(3R)-1-azabicyclo[2.2.2]oct-3-yloxy]-4-methyl-1,1′-biphenyl-3-amine). RXN SMILES: I[C:2]1[CH:16]=[CH:15][C:5]([O:6][C@@H:7]2[CH:12]3[CH2:13][CH2:14][N:9]([CH2:10][CH2:11]3)[CH2:8]2)=[CH:4][CH:3]=1.[NH2:17][C:18]1[CH:19]=[C:20](B(O)O)[CH:21]=[CH:22][C:23]=1[CH3:24]>>[N:9]12[CH2:14][CH2:13][CH:12]([CH2:11][CH2:10]1)[C@@H:7]([O:6][C:5]1[CH:15]=[CH:16][C:2]([C:20]3[CH:21]=[CH:22][C:23]([CH3:24])=[C:18]([NH2:17])[CH:19]=3)=[CH:3][CH:4]=1)[CH2:8]2. Procedure: The product of Example 2A (165 mg, 0.5 mmol), was treated with 3-amino-4-methyl-phenylboronic acid (151 mg, 1 mmol) according to the procedure of Example 2B. The title product was purified by chromatography (SiO2, CH2Cl2:MeOH:NH3.H2O, 90:10:1, Rf. 0.25) as a solid (104 mg, yield, 68%). 1H NMR (MeOH-d4, 300 MHz) δ 1.45-1.58 (m, 1H), 1.64-1.89 (m, 2H), 2.00-2.13 (m, 1H), 2.15-2.23 (m, 4H), 2.76-3.02 (m, 5H), 3.30-3.40 (m, 1H), 4.51-4.59 (m, 1H), 6.6.84 (dd, J=7.8, 2.0 Hz, 1H), 6.90-6.97 (m, 3H), 7...